This data is from the Open Reaction Database (ORD), a public repository of structured organic reaction records. The task is: describe an organic reaction: reactants, conditions, products, and yield Starting materials: [N+](=O)([O-])C1=CC=C(C=C1)CC(=O)O (p-nitrophenylacetic acid), COC=1C=C(C=O)C=C(C1OC)OC (3,4,5-trimethoxy-benzaldehyde), N1CCCCC1 (piperidine). The product is COC1=C(C(=CC(=C1)C=CC1=CC=C(C=C1)[N+](=O)[O-])OC)OC (1,2,3-Trimethoxy-5-[2-(4-nitrophenyl)ethenyl]benzene). Yield: 41.0%. RXN SMILES: [N+:1]([C:4]1[CH:9]=[CH:8][C:7]([CH2:10][C:11](O)=O)=[CH:6][CH:5]=1)([O-:3])=[O:2].[CH3:14][O:15][C:16]1[CH:17]=[C:18]([CH:21]=[C:22]([O:26][CH3:27])[C:23]=1[O:24][CH3:25])C=O.N1CCCCC1>>[CH3:27][O:26][C:22]1[CH:21]=[C:18]([CH:11]=[CH:10][C:7]2[CH:6]=[CH:5][C:4]([N+:1]([O-:3])=[O:2])=[CH:9][CH:8]=2)[CH:17]=[C:16]([O:15][CH3:14])[C:23]=1[O:24][CH3:25]. Reported procedure: The title compound was prepared from p-nitrophenylacetic acid (18.6 g, 0.10 mol), 3,4,5-trimethoxy-benzaldehyde (19.6 g, 0.10 mol) and piperidine (5 mL) using the procedure described in Example 1, Step A. This procedure yielded a solid, 13.0 g (0.041 mol, 41%) of the desired product. mp: 192-195° C. Reactants: CN(C)C=O, COc1cc2c(O)c(C#N)cnc2c(OC)c1OC, O=P(Cl)(Cl)Cl. Product: COc1cc2c(Cl)c(C#N)cnc2c(OC)c1OC. RXN SMILES: [CH3:25][N:26]([CH3:27])[CH:28]=[O:29].[OH:1][c:2]1[c:3]([C:18]#[N:19])[cH:4][n:5][c:6]2[c:7]([O:16][CH3:17])[c:8]([O:14][CH3:15])[c:9]([O:12][CH3:13])[cH:10][c:11]12.[P:20]([Cl:21])([Cl:22])([Cl:23])=[O:24]>>[c:2]1([Cl:22])[c:3]([C:18]#[N:19])[cH:4][n:5][c:6]2[c:7]([O:16][CH3:17])[c:8]([O:14][CH3:15])[c:9]([O:12][CH3:13])[cH:10][c:11]12. Reactants: C(F)(F)(F)S(=O)(=O)OCC(F)(F)F (F3CSO3CH2CF3), C1CCC2=NCCCN2CC1 (DBU), C1=2C=3CCCC3SC2N=CN=C1NC1CCC(CC1)N (1-N-[7-thia-9,11-diazatricyclo[6.4.0.0^[2,6]]dodeca-1(8),2(6),9,11-tetraen-12-yl]cyclohexane-1,4-diamine). Run in ice water, CN(C)C=O (DMF). Conditions: temperature 60 celsius, time 8 hour. Product: C1=2C=3CCCC3SC2N=CN=C1NC1CCC(CC1)NCC(F)(F)F (1-N-[7-thia-9,11-diazatricyclo[6.4.0.0^[2,6]]dodeca-1(8),2(6),9,11-tetraen-12-yl]-4-N-(2,2,2-trifluoroethyl)cyclohexane-1,4-diamine). Isolated yield 81.0%. RXN SMILES: [C:1]12[C:12]([NH:13][CH:14]3[CH2:19][CH2:18][CH:17]([NH2:20])[CH2:16][CH2:15]3)=[N:11][CH:10]=[N:9][C:8]=1[S:7][C:6]1[CH2:5][CH2:4][CH2:3][C:2]2=1.C(S(O[CH2:29][C:30]([F:33])([F:32])[F:31])(=O)=O)(F)(F)F.C1CCN2C(=NCCC2)CC1>CN(C=O)C>[C:1]12[C:12]([NH:13][CH:14]3[CH2:19][CH2:18][CH:17]([NH:20][CH2:29][C:30]([F:33])([F:32])[F:31])[CH2:16][CH2:15]3)=[N:11][CH:10]=[N:9][C:8]=1[S:7][C:6]1[CH2:5][CH2:4][CH2:3][C:2]2=1. Reported procedure: To a 50 mL round-bottom flask containing a solution of 1-N-[7-thia-9,11-diazatricyclo[6.4.0.0^[2,6]]dodeca-1(8),2(6),9,11-tetraen-12-yl]cyclohexane-1,4-diamine (288 mg, 1.00 mmol, 1.00 equiv) in DMF (10 mL) was added F3CSO3CH2CF3 (700 mg, 3.02 mmol, 3.00 equiv) and DBU (457 mg, 3.01 mmol, 3.00 equiv) in ice-water bath under nitrogen. The resulting solution was stirred overnight at 60° C. After completion of the reaction, the reaction solution was cooled down to room temperature and then quenched... The solvent is C(C)(C)O (isopropanol), O (water). The reactants are COC1=C(C=C(C=C1)C(F)(F)F)[N+](=O)[O-] (4-Methoxy-3-nitrobenzotrifluoride), Cl (hydrochloric acid). The reagents and catalysts are [Fe] (Iron). Run at temperature 50 celsius. Reaction SMILES: [CH3:1][O:2][C:3]1[CH:8]=[CH:7][C:6]([C:9]([F:12])([F:11])[F:10])=[CH:5][C:4]=1[N+:13]([O-])=O.Cl>C(O)(C)C.O.[Fe]>[NH2:13][C:4]1[CH:5]=[C:6]([C:9]([F:10])([F:11])[F:12])[CH:7]=[CH:8][C:3]=1[O:2][CH3:1]. Reported procedure: 4-Methoxy-3-nitrobenzotrifluoride (95 g) in isopropanol (1.0 liter) and water (250 ml) was mixed with concentrated hydrochloric acid (15 ml). Iron powder (180 g) was added and the mixture was heated and stirred under reflux. After 90 minutes the mixture was cooled to 50° C. and filtered. The residue was washed with isopropanol and the combined filtrates evaporated. The residue was dissolved in toluene and the solution dried (MgSO4) and evaporated. The residue was triturated with light petroleum ... Isolated yield 82.8%. The product is NC=1C=C(C=CC1OC)C(F)(F)F (3-amino-4-methoxybenzotrifluoride). Starting materials: C(C)N1C(N(C(C=2NC(=NC12)OC1=CC(=CC=C1)OC(F)(F)F)=O)CCCO)=O (3-ethyl-1-(3-hydroxypropyl)-8-(3-(trifluoromethoxy)phenoxy)-1H-purine-2,6(3H,7H)-dione), ClCC=1C=CC(=NC1)C (5-(chloromethyl)-2-methylpyridine), C([O-])([O-])=O.[K+].[K+] (potassium carbonate). Reagents/catalysts: CCCC[N+](CCCC)(CCCC)CCCC.[I-] (TBAI). Run in CN(C)C=O (DMF). Conditions: temperature 50 celsius. Product: C(C)N1C(N(C(C=2N(C(=NC12)OC1=CC(=CC=C1)OC(F)(F)F)CC=1C=NC(=CC1)C)=O)CCCO)=O (3-ethyl-1-(3-hydroxypropyl)-7-((6-methylpyridin-3-yl)methyl)-8-(3-(trifluoromethoxy)phenoxy)-1H-purine-2,6(3H,7H)-dione). Yield: 26.3%. As a reaction SMILES: [CH2:1]([N:3]1[C:11]2[N:10]=[C:9]([O:12][C:13]3[CH:18]=[CH:17][CH:16]=[C:15]([O:19][C:20]([F:23])([F:22])[F:21])[CH:14]=3)[NH:8][C:7]=2[C:6](=[O:24])[N:5]([CH2:25][CH2:26][CH2:27][OH:28])[C:4]1=[O:29])[CH3:2].Cl[CH2:31][C:32]1[CH:33]=[CH:34][C:35]([CH3:38])=[N:36][CH:37]=1.C(=O)([O-])[O-].[K+].[K+]>CN(C=O)C.CCCC[N+](CCCC)(CCCC)CCCC.[I-]>[CH2:1]([N:3]1[C:11]2[N:10]=[C:9]([O:12][C:13]3[CH:18]=[CH:17][CH:16]=[C:15]([O:19][C:20]([F:22])([F:23])[F:21])[CH:14]=3)[N:8]([CH2:31][C:32]3[CH:37]=[N:36][C:35]([CH3:38])=[CH:34][CH:33]=3)[C:7]=2[C:6](=[O:24])[N:5]([CH2:25][CH2:26][CH2:27][OH:28])[C:4]1=[O:29])[CH3:2] |f:2.3.4,6.7|. Procedure: To a solution of 3-ethyl-1-(3-hydroxypropyl)-8-(3-(trifluoromethoxy)phenoxy)-1H-purine-2,6(3H,7H)-dione (110 mg, 0.22 mmol) in DMF (3 mL) was added 5-(chloromethyl)-2-methylpyridine (50 mg, 0.4 mmol), potassium carbonate (91 mg, 0.66 mmol), and TBAI (2 mg, 0.02 mmol). The reaction was heated at 50° C. overnight. The mixture was cooled and partitioned between ethyl acetate and water. The combined organic layer was dried over sodium sulfate, filtered and concentrated to give a crude product, which...